This data is from the Open Reaction Database (ORD), a public repository of structured organic reaction records. The task is: describe an organic reaction: reactants, conditions, products, and yield Reactants: [Al+3], CCOC(=O)Nc1ccccc1-c1ccccc1, C1CCOC1, [H-], [H-], [H-], [H-], [Li+], [Na+], [OH-], O. Yields the product CNc1ccccc1-c1ccccc1. As a reaction SMILES: [Al+3:20].[CH2:1]([O:2][C:4](=[O:3])[NH:6][c:7]1[c:8](-[c:13]2[cH:14][cH:15][cH:16][cH:17][cH:18]2)[cH:9][cH:10][cH:11][cH:12]1)[CH3:5].[CH2:28]1[O:29][CH2:30][CH2:31][CH2:32]1.[H-:19].[H-:22].[H-:23].[H-:24].[Li+:21].[Na+:27].[OH-:26].[OH2:25]>>[CH3:4][NH:6][c:7]1[c:8](-[c:13]2[cH:14][cH:15][cH:16][cH:17][cH:18]2)[cH:9][cH:10][cH:11][cH:12]1.